The task is: describe an organic reaction: reactants, conditions, products, and yield. This data is from the Open Reaction Database (ORD), a public repository of structured organic reaction records. Starting materials: C(C)(C)(C)OC(NC=1SC(=CC1C#N)I)=O (tert-butyl(3-cyano-5-iodo-2-thienyl)carbamate), N1(CCCCC1)C1=NC=C(C=C1)B1OC(C(O1)(C)C)(C)C (2-piperidin-1-yl-5-(4,4,5,5-tetramethyl-1,3,2-dioxaborolan-2-yl)pyridine). Yields the product C(C)(C)(C)OC(NC=1SC(=CC1C#N)C=1C=NC(=CC1)N1CCCCC1)=O (tert-Butyl[3-cyano-5-(6-piperidin-1-ylpyridin-3-yl)-2-thienyl]carbamate). Reaction SMILES: [C:1]([O:5][C:6](=[O:16])[NH:7][C:8]1[S:9][C:10](I)=[CH:11][C:12]=1[C:13]#[N:14])([CH3:4])([CH3:3])[CH3:2].[N:17]1([C:23]2[CH:28]=[CH:27][C:26](B3OC(C)(C)C(C)(C)O3)=[CH:25][N:24]=2)[CH2:22][CH2:21][CH2:20][CH2:19][CH2:18]1>>[C:1]([O:5][C:6](=[O:16])[NH:7][C:8]1[S:9][C:10]([C:26]2[CH:25]=[N:24][C:23]([N:17]3[CH2:18][CH2:19][CH2:20][CH2:21][CH2:22]3)=[CH:28][CH:27]=2)=[CH:11][C:12]=1[C:13]#[N:14])([CH3:4])([CH3:3])[CH3:2]. Procedure details: The title compound was prepared from tert-butyl(3-cyano-5-iodo-2-thienyl)carbamate (Example 581 Step 2) (500 g, 1.43 mmol) and 2-piperidin-1-yl-5-(4,4,5,5-tetramethyl-1,3,2-dioxaborolan-2-yl)pyridine (658 mg, 2.29 mmol) as described in Example 581, Step 3. Reactants: II (iodine), [N+](=O)([O-])C1=CC=C2CCNCC2=C1 (7-nitro-1,2,3,4-tetrahydroisoquinoline). The solvent is C(C)O (ethanol), C(C)O (ethanol). Conditions: time 66 hour. Yields the product [N+](=O)([O-])C1=CC=C2C=CN=CC2=C1 (7-nitroisoquinoline). The yield is 37.0%. As a reaction SMILES: II.[N+:3]([C:6]1[CH:15]=[C:14]2[C:9]([CH2:10][CH2:11][NH:12][CH2:13]2)=[CH:8][CH:7]=1)([O-:5])=[O:4]>C(O)C>[N+:3]([C:6]1[CH:15]=[C:14]2[C:9]([CH:10]=[CH:11][N:12]=[CH:13]2)=[CH:8][CH:7]=1)([O-:5])=[O:4]. Procedure details: Under refluxing, a solution of iodine (4.0 g, 15.9 mmol) in ethanol (56 mL) was added dropwise to a stirred solution of 31-2 (2.0 g, 9.34 mmol) in ethanol (24 mL) during 5 h. Then the resulted mixture was stirred for a further 66 h. The solvent was removed and the residual was loaded onto a silica gel chromatography column (PE:EA=6:1) to give 31-3 as a brown dark solid (602 mg, yield 36%). Starting materials: Cl (HCl), ClC=1C(=NC=C(N1)SC)C(=O)N(C)OC (3-chloro-N-methoxy-N-methyl-5-(methylthio)pyrazine-2-carboxamide), CC(C)C[AlH]CC(C)C (DIBAL-H). Run in C1CCOC1 (THF), C1(=CC=CC=C1)C (toluene). Reaction conditions: temperature 78 celsius, time 2 hour. Product: ClC=1C(=NC=C(N1)SC)C=O (3-chloro-5-(methylthio)pyrazine-2-carbaldehyde). RXN SMILES: [Cl:1][C:2]1[C:3]([C:10](N(OC)C)=[O:11])=[N:4][CH:5]=[C:6]([S:8][CH3:9])[N:7]=1.CC(C[AlH]CC(C)C)C.Cl>C1COCC1.C1(C)C=CC=CC=1>[Cl:1][C:2]1[C:3]([CH:10]=[O:11])=[N:4][CH:5]=[C:6]([S:8][CH3:9])[N:7]=1. Procedure: To a solution of 55C (750 mg, 3.03 mmol) in THF at 78° C., DIBAL-H (3.33 mL, 3.33 mmol) in toluene was added to the solution slowly. Then, it was stirred for 2 hours at 78° C. HCl (4 mL, 1 N) was added to the solution and warmed to 0° C. The mixture was stirred for 20 minutes at 0° C. then extracted with EtOAc twice. The organic layer was dried and concentrated to provide the crude product which was used without further purification. MS (m/z) 189 [M+H]+. Reactants: CN(C)c1ccccc1, Cc1ccccc1, O=C(Cl)Cl, Nc1cccc(Cl)c1, Cc1ccccc1C. Product: O=C(Cl)Nc1cccc(Cl)c1. RXN SMILES: [CH3:1][N:2]([c:3]1[cH:4][cH:5][cH:6][cH:7][cH:8]1)[CH3:9].[CH3:22][c:23]1[cH:24][cH:25][cH:26][cH:27][cH:28]1.[Cl:10][C:11]([Cl:12])=[O:13].[Cl:14][c:15]1[cH:16][c:17]([NH2:18])[cH:19][cH:20][cH:21]1.[c:29]1([CH3:30])[c:31]([CH3:32])[cH:33][cH:34][cH:35][cH:36]1>>[Cl:10][C:11](=[O:13])[NH:18][c:17]1[cH:16][c:15]([Cl:14])[cH:21][cH:20][cH:19]1. Starting materials: Clc1ncccc1Br, CSc1sc(C(=N)NC(=O)OC(C)(C)C)cc1S(=O)(=O)c1cccc(Br)c1, O=C([O-])[O-], Cc1ccccc1, CCO, COB(OC)OC, CCOCC, [Li]CCCC, [Na+], [Na+], c1ccc(P(c2ccccc2)(c2ccccc2)[Pd](P(c2ccccc2)(c2ccccc2)c2ccccc2)(P(c2ccccc2)(c2ccccc2)c2ccccc2)P(c2ccccc2)(c2ccccc2)c2ccccc2)cc1. Yields the product CSc1sc(C(=N)NC(=O)OC(C)(C)C)cc1S(=O)(=O)c1cccc(-c2cccnc2Cl)c1. Reaction SMILES: [Br:6][c:7]1[c:8]([Cl:13])[n:9][cH:10][cH:11][cH:12]1.[C:21]([CH3:22])([CH3:23])([CH3:24])[O:25][C:26]([NH:27][C:28](=[NH:29])[c:30]1[s:31][c:32]([S:45][CH3:46])[c:33]([S:35](=[O:36])(=[O:37])[c:38]2[cH:39][c:40]([Br:44])[cH:41][cH:42][cH:43]2)[cH:34]1)=[O:47].[C:48](=[O:49])([O-:50])[O-:51].[CH3:136][c:137]1[cH:138][cH:139][cH:140][cH:141][cH:142]1.[CH3:143][CH2:144][OH:145].[CH3:14][O:15][B:16]([O:17][CH3:18])[O:19][CH3:20].[CH3:54][CH2:55][O:56][CH2:57][CH3:58].[Li:1][CH2:2][CH2:3][CH2:4][CH3:5].[Na+:52].[Na+:53].[cH:59]1[cH:60][cH:61][c:62]([P:63]([Pd:64]([P:65]([c:66]2[cH:67][cH:68][cH:69][cH:70][cH:71]2)([c:72]2[cH:73][cH:74][cH:75][cH:76][cH:77]2)[c:78]2[cH:79][cH:80][cH:81][cH:82][cH:83]2)([P:84]([c:85]2[cH:86][cH:87][cH:88][cH:89][cH:90]2)([c:91]2[cH:92][cH:93][cH:94][cH:95][cH:96]2)[c:97]2[cH:98][cH:99][cH:100][cH:101][cH:102]2)[P:103]([c:104]2[cH:105][cH:106][cH:107][cH:108][cH:109]2)([c:110]2[cH:111][cH:112][cH:113][cH:114][cH:115]2)[c:116]2[cH:117][cH:118][cH:119][cH:120][cH:121]2)([c:122]2[cH:123][cH:124][cH:125][cH:126][cH:127]2)[c:128]2[cH:129][cH:130][cH:131][cH:132][cH:133]2)[cH:134][cH:135]1>>[c:7]1(-[c:40]2[cH:39][c:38]([S:35]([c:33]3[c:32]([S:45][CH3:46])[s:31][c:30]([C:28]([NH:27][C:26]([O:25][C:21]([CH3:22])([CH3:23])[CH3:24])=[O:47])=[NH:29])[cH:34]3)(=[O:36])=[O:37])[cH:43][cH:42][cH:41]2)[c:8]([Cl:13])[n:9][cH:10][cH:11][cH:12]1.